Dataset: the Open Reaction Database (ORD), a public repository of structured organic reaction records. Task: describe an organic reaction: reactants, conditions, products, and yield Conditions: time 18 hour. Reaction SMILES: [NH2:1][C:2]1[C:7]([C:8]([O:10][CH2:11][CH3:12])=[O:9])=[C:6]([CH3:13])[N:5]=[C:4]2[S:14][CH:15]=[CH:16][C:3]=12.[Br:17]Br>C(O)(=O)C>[NH2:1][C:2]1[C:7]([C:8]([O:10][CH2:11][CH3:12])=[O:9])=[C:6]([CH3:13])[N:5]=[C:4]2[S:14][C:15]([Br:17])=[CH:16][C:3]=12. Procedure details: To a stirred solution of ethyl 4-amino-6-methylthieno[2,3-b]pyridine-5-carboxylate (Description 65) (1 g, 4.23 mmol) in acetic acid (3 mL) was added bromine (0.65 mL, 12.70 mmol) and the resulting mixture stirred at RT overnight (ca. 18 h). The reaction was quenched by pouring the reaction mixture into water and the aqueous solution was basified with NaOH (5M) and diluted with ethyl acetate (30 mL). The organic layer was separated and the aqueous layer was re-extracted with ethyl acetate (20 mL×... Isolated yield 87.0%. Product: NC1=C2C(=NC(=C1C(=O)OCC)C)SC(=C2)Br (Ethyl 4-amino-2-bromo-6-methylthieno[2,3-b]pyridine-5-carboxylate). Solvent: C(C)(=O)O (acetic acid). Reactants: NC1=C2C(=NC(=C1C(=O)OCC)C)SC=C2 (ethyl 4-amino-6-methylthieno[2,3-b]pyridine-5-carboxylate), BrBr (bromine). The reactants are FC1=C2CCC(C2=CC(=C1)F)(O)CC(=O)OCC (ethyl 2-(4,6-difluoro-1-hydroxy-1-indanyl)acetate), [OH-].[Na+] (sodium hydroxide). Run in C(C)O (ethanol). Yields the product FC1=C2CCC(C2=CC(=C1)F)(O)CC(=O)O (2-(4,6-difluoro-1-hydroxy-1-indanyl)acetic acid). RXN SMILES: [F:1][C:2]1[CH:10]=[C:9]([F:11])[CH:8]=[C:7]2[C:3]=1[CH2:4][CH2:5][C:6]2([CH2:13][C:14]([O:16]CC)=[O:15])[OH:12].[OH-].[Na+]>C(O)C>[F:1][C:2]1[CH:10]=[C:9]([F:11])[CH:8]=[C:7]2[C:3]=1[CH2:4][CH2:5][C:6]2([CH2:13][C:14]([OH:16])=[O:15])[OH:12] |f:1.2|. Reported procedure: A mixture of ethyl 2-(4,6-difluoro-1-hydroxy-1-indanyl)acetate (12.0 g 0.047 mol) and 1.0N sodium hydroxide (48 mL, 0.048 mol, Universal Scientific Supply Co.) in ethanol (75 mL) was stirred for 18 h at ambient temperature. The reaction mixture was concentrated in vacuo, diluted with water and washed with diethyl ether. The aqueous phase was neutralized with 1.0N hydrochloric acid (48 mL, 0.048 mol, Universal Scientific Supply Co.) and extracted with diethyl ether. The diethyl ether extract was ... RXN SMILES: [CH3:1][N:2]([CH3:11])[C:3]1[CH:8]=[CH:7][C:6]([Mg]Br)=[CH:5][CH:4]=1.[Br-]>>[CH3:1][N:2]([CH3:11])[C:3]1[CH:8]=[CH:7][C:6]([C:6]2[CH:7]=[CH:8][C:3]([N:2]([CH3:11])[CH3:1])=[CH:4][CH:5]=2)=[CH:5][CH:4]=1. The reactants are CN(C1=CC=C(C=C1)[Mg]Br)C (p-dimethylaminophenyl magnesium bromide), [Br-] (bromide). Reported procedure: A mixture of p-dimethylaminophenyl magnesium bromide (1 mole) and thallous bromide (2 moles) is stirred and refluxed under nitrogen for 5 hours. The cooled solution is filtered to remove thallium, and hydrogen chloride passed into the filtrate. The colorless hydrochloride which precipitates is filtered off, stirred into dilute sodium hydroxide, and the tetramethylbenzidine extracted with ether-benzene (1:1, 2 × 30 ml.) The extracts are dried over anhydrous sodium sulfate and the solvent removed ... The yield is 70.0%. Product: CN(C1=CC=C(C=C1)C1=CC=C(N(C)C)C=C1)C (N,N,N',N'-tetramethylbenzidine). Starting materials: COC(=O)c1cc2cc(Nc3ncc(F)c(Nc4ccc(C(C)(C)C)cc4)n3)ccc2o1, [Li+], [OH-]. As a reaction SMILES: [C:3]([CH3:4])([CH3:5])([CH3:6])[c:7]1[cH:8][cH:9][c:10]([NH:13][c:14]2[n:15][c:16]([NH:21][c:22]3[cH:23][cH:24][c:25]4[c:26]([cH:27][c:28]([C:30](=[O:31])[O:32][CH3:33])[o:29]4)[cH:34]3)[n:17][cH:18][c:19]2[F:20])[cH:11][cH:12]1.[Li+:2].[OH-:1]>>[C:3]([CH3:4])([CH3:5])([CH3:6])[c:7]1[cH:8][cH:9][c:10]([NH:13][c:14]2[n:15][c:16]([NH:21][c:22]3[cH:23][cH:24][c:25]4[c:26]([cH:27][c:28]([C:30](=[O:31])[OH:32])[o:29]4)[cH:34]3)[n:17][cH:18][c:19]2[F:20])[cH:11][cH:12]1. Yields the product CC(C)(C)c1ccc(Nc2nc(Nc3ccc4oc(C(=O)O)cc4c3)ncc2F)cc1. Starting materials: CNCCO, CS(=O)(=O)Nn1c(=O)[nH]c2cc([N+](=O)[O-])c(F)cc2c1=O. Product: CN(CCO)c1cc2c(=O)n(NS(C)(=O)=O)c(=O)[nH]c2cc1[N+](=O)[O-]. Reaction SMILES: [CH3:22][NH:23][CH2:24][CH2:25][OH:26].[F:1][c:2]1[cH:3][c:4]2[c:5](=[O:21])[n:6]([NH:16][S:17](=[O:18])(=[O:19])[CH3:20])[c:7](=[O:15])[nH:8][c:9]2[cH:10][c:11]1[N+:12](=[O:13])[O-:14]>>[c:2]1([N:23]([CH3:22])[CH2:24][CH2:25][OH:26])[cH:3][c:4]2[c:5](=[O:21])[n:6]([NH:16][S:17](=[O:18])(=[O:19])[CH3:20])[c:7](=[O:15])[nH:8][c:9]2[cH:10][c:11]1[N+:12](=[O:13])[O-:14]. The reactants are Cl (hydrogen chloride), CN(CCON=C1C2=C(C3C(C4=C1C=CC=C4)C3)C=CC=C2)C (1,1a,6,10b-Tetrahydrodibenzo[a,e]cyclopropa[c]cyclohepten-6-one O-[2-(dimethylamino)ethyl]oxime). Run in CCOCC (ether). Product: Cl.CN(CCON=C1C2=C(C3C(C4=C1C=CC=C4)C3)C=CC=C2)C (1,1a,6,10b-Tetrahydrodibenzo[a,e]cyclopropa[c]cyclohepten-6-one O-[2-(dimethylamino)ethyl]oxime hydrochloride). As a reaction SMILES: [CH3:1][N:2]([CH3:23])[CH2:3][CH2:4][O:5][N:6]=[C:7]1[C:13]2[CH:14]=[CH:15][CH:16]=[CH:17][C:12]=2[CH:11]2[CH2:18][CH:10]2[C:9]2[CH:19]=[CH:20][CH:21]=[CH:22][C:8]1=2.[ClH:24]>CCOCC>[ClH:24].[CH3:1][N:2]([CH3:23])[CH2:3][CH2:4][O:5][N:6]=[C:7]1[C:13]2[CH:14]=[CH:15][CH:16]=[CH:17][C:12]=2[CH:11]2[CH2:18][CH:10]2[C:9]2[CH:19]=[CH:20][CH:21]=[CH:22][C:8]1=2 |f:3.4|. Procedure details: 1,1a,6,10b-Tetrahydrodibenzo[a,e]cyclopropa[c]cyclohepten-6-one O-[2-(dimethylamino)ethyl]oxime prepared as in Example 1 was dissolved in ether and saturated with anhydrous hydrogen chloride. The precipitate was filtered and thoroughly washed with ether. The product was recrystallized from acetonitrile, and dried at 100° (0.1 mm), mp 169°-171° .